From a dataset of the Open Reaction Database (ORD), a public repository of structured organic reaction records. describe an organic reaction: reactants, conditions, products, and yield The reactants are OO (H2O2), CSC=1C=CC(=NC1)[N+](=O)[O-] (5-(Methylthio)-2-nitropyridine), C(C)(=O)O (acetic acid), O (water). Reaction conditions: temperature 25 celsius, time 8 hour. Yields the product CS(=O)(=O)C=1C=CC(=NC1)[N+](=O)[O-] (5-(Methylsulfonyl)-2-nitropyridine). The yield is 86.0%. RXN SMILES: [CH3:1][S:2][C:3]1[CH:4]=[CH:5][C:6]([N+:9]([O-:11])=[O:10])=[N:7][CH:8]=1.OO.[OH2:14].C(O)(=[O:17])C>>[CH3:1][S:2]([C:3]1[CH:4]=[CH:5][C:6]([N+:9]([O-:11])=[O:10])=[N:7][CH:8]=1)(=[O:17])=[O:14]. Procedure details: To a mixture of 117a (260 mg, 0.5 mmol) in acetic acid (15 mL) was added H2O2 (aq. 30%) (7.5 mL) and the reaction mixture was stirred overnight at 25° C. The reaction solution was poured into water and extracted with EtOAC and concentrated to a pale yellow liquid, purified by silica gel with (EtOAC/PE:1:3) to give 117b (2 g, 86%). MS: [M+H]+ 203. Starting materials: BrC1=NC=CC=N1 (2-bromopyrimidine), C([O-])([O-])=O.[Na+].[Na+] (sodium carbonate), C(C1=CC=CC=C1)OC1=C(C(=O)OCC2=CC=CC=C2)C=C(C=C1)B1OC(C(O1)(C)C)(C)C (benzyl 2-(benzyloxy)-5-(4,4,5,5-tetramethyl-1,3,2-dioxaborolan-2-yl)benzoate). Reagents/catalysts: Cl[Pd]([P](C1=CC=CC=C1)(C2=CC=CC=C2)C3=CC=CC=C3)([P](C4=CC=CC=C4)(C5=CC=CC=C5)C6=CC=CC=C6)Cl (bis(triphenylphosphine)palladium(II) dichloride), Cl[Pd]([P](C1=CC=CC=C1)(C2=CC=CC=C2)C3=CC=CC=C3)([P](C4=CC=CC=C4)(C5=CC=CC=C5)C6=CC=CC=C6)Cl (bis(triphenylphosphine)palladium(II) dichloride). The solvent is C(C)(=O)OCC (ethyl acetate), O (water), COCCOC (ethylene glycol dimethyl ether), O (Water). Product: C(C1=CC=CC=C1)OC1=C(C(=O)OCC2=CC=CC=C2)C=C(C=C1)C1=NC=CC=N1 (benzyl 2-(benzyloxy)-5-(pyrimidin-2-yl)benzoate). The yield is 87.2%. RXN SMILES: Br[C:2]1[N:7]=[CH:6][CH:5]=[CH:4][N:3]=1.C(=O)([O-])[O-].[Na+].[Na+].[CH2:14]([O:21][C:22]1[CH:37]=[CH:36][C:35](B2OC(C)(C)C(C)(C)O2)=[CH:34][C:23]=1[C:24]([O:26][CH2:27][C:28]1[CH:33]=[CH:32][CH:31]=[CH:30][CH:29]=1)=[O:25])[C:15]1[CH:20]=[CH:19][CH:18]=[CH:17][CH:16]=1>Cl[Pd](Cl)([P](C1C=CC=CC=1)(C1C=CC=CC=1)C1C=CC=CC=1)[P](C1C=CC=CC=1)(C1C=CC=CC=1)C1C=CC=CC=1.C(OCC)(=O)C.O.COCCOC>[CH2:14]([O:21][C:22]1[CH:37]=[CH:36][C:35]([C:2]2[N:7]=[CH:6][CH:5]=[CH:4][N:3]=2)=[CH:34][C:23]=1[C:24]([O:26][CH2:27][C:28]1[CH:29]=[CH:30][CH:31]=[CH:32][CH:33]=1)=[O:25])[C:15]1[CH:16]=[CH:17][CH:18]=[CH:19][CH:20]=1 |f:1.2.3,^1:49,68|. Reported procedure: Water (5.3 mL), 2-bromopyrimidine (0.95 g), sodium carbonate (1.3 g), and bis(triphenylphosphine)palladium(II) dichloride (0.14 g) were added to an ethylene glycol dimethyl ether (18 mL) solution of the obtained benzyl 2-(benzyloxy)-5-(4,4,5,5-tetramethyl-1,3,2-dioxaborolan-2-yl)benzoate (1.8 g), followed by heating to reflux under a nitrogen atmosphere for 4 hours. The reaction mixture was cooled to room temperature, an then bis(triphenylphosphine)palladium(II) dichloride (0.14 g) was added the... The yield is 237.7%. Procedure details: A mixture of α-chloro-2-ethyl-5-nitrotoluene (5.0 g; 0.025 mol), diethyl ketone (30 ml) and 5% platinum on carbon catalyst (Pt/C; 0.50 g) is charged to a pressure vessel. Next, the vessel is sealed, evacuated and purged with nitrogen and is then pressurized with hydrogen gas to 40 to 60 psig. The reaction mixture is agitated until the theoretical amount of hydrogen is taken up (2.5 hours). The vessel is then vented, the reaction mixture diluted with methylene chloride and filtered. The filtrate ... Product: C(C)C1=C(C=C(NC(CC)CC)C=C1)C (4-Ethyl-N-(1-ethylpropyl)-m-toluidine). The solvent is C(C)C(=O)CC (diethyl ketone). Reagents/catalysts: [Pt] (platinum on carbon). Reactants: ClCC1=C(C=CC(=C1)[N+](=O)[O-])CC (α-chloro-2-ethyl-5-nitrotoluene). Reaction SMILES: Cl[CH2:2][C:3]1[CH:8]=[C:7]([N+:9]([O-])=O)[CH:6]=[CH:5][C:4]=1[CH2:12][CH3:13]>[Pt].C(C(CC)=O)C>[CH2:12]([C:4]1[CH:5]=[CH:6][C:7]([NH:9][CH:3]([CH2:8][CH3:7])[CH2:4][CH3:5])=[CH:8][C:3]=1[CH3:2])[CH3:13].